This data is from the Open Reaction Database (ORD), a public repository of structured organic reaction records. The task is: describe an organic reaction: reactants, conditions, products, and yield Starting materials: Br, Br, O=C([O-])[O-], CC(=O)O, [K+], [K+], [Na+], [Na+], O=S([O-])([O-])=S, CCCC(=O)c1cccnc1. Product: CCC(Br)C(=O)c1cccnc1. RXN SMILES: [Br:12].[BrH:26].[C:20](=[O:21])([O-:22])[O-:23].[CH3:27][C:28](=[O:29])[OH:30].[K+:24].[K+:25].[Na+:18].[Na+:19].[S:13]([O-:14])([O-:15])(=[O:16])=[S:17].[n:1]1[cH:2][c:3]([C:7]([CH2:8][CH2:9][CH3:10])=[O:11])[cH:4][cH:5][cH:6]1>>[n:1]1[cH:2][c:3]([C:7]([CH:8]([CH2:9][CH3:10])[Br:26])=[O:11])[cH:4][cH:5][cH:6]1. Starting materials: C(C)C1=C(C=CC(=C1)[N+](=O)[O-])O (2-ethyl-4-nitro-phenol), Cl (HCl). Isolated yield 122.1%. RXN SMILES: [CH2:1]([C:3]1[CH:8]=[C:7]([N+:9]([O-])=O)[CH:6]=[CH:5][C:4]=1[OH:12])[CH3:2].Cl>CO.[Pd]>[NH2:9][C:7]1[CH:6]=[CH:5][C:4]([OH:12])=[C:3]([CH2:1][CH3:2])[CH:8]=1. The reagents and catalysts are [Pd] (Pd/C). The product is NC1=CC(=C(C=C1)O)CC (4-amino-2-ethyl-phenol). Run in CO (MeOH). Procedure details: A solution of 2-ethyl-4-nitro-phenol (3.34 g, 20.00 mmol) in MeOH (40 ml) and aqueous 1M HCl (20 ml, 20.00 mmol) was hydrogenated in the presence of 10% Pd/C (0.33 g) for 4 h. After removal of the catalyst the reaction was evaporated and suspended in CH2Cl2 and a small amount of MeOH, dried (Na2SO4) and evaporated to give 3.35 g (96%) of 4-amino-2-ethyl-phenol.HCl, MS: 138 (MH+), MP: 239-240° C., dec. Starting materials: O=C(OCC1OC(n2ccc(=O)[nH]c2=O)C(O)C1OC(=O)c1ccccc1)c1ccccc1, CN(C)c1ccncc1, ClCCCl, CC(C)(C#N)N=NC(C)(C)C#N, S=C(Cl)Oc1ccccc1. Yields the product O=C(OCC1OC(n2ccc(=O)[nH]c2=O)CC1OC(=O)c1ccccc1)c1ccccc1. As a reaction SMILES: [C:1]([c:2]1[cH:3][cH:4][cH:5][cH:6][cH:7]1)(=[O:8])[O:9][CH:10]1[CH:11]([OH:33])[CH:12]([n:25]2[c:26](=[O:27])[nH:28][c:29](=[O:30])[cH:31][cH:32]2)[O:13][CH:14]1[CH2:15][O:16][C:17]([c:18]1[cH:19][cH:20][cH:21][cH:22][cH:23]1)=[O:24].[CH3:60][N:61]([CH3:62])[c:63]1[cH:64][cH:65][n:66][cH:67][cH:68]1.[Cl:56][CH2:57][CH2:58][Cl:59].[N:44]#[C:45][C:46]([N:47]=[N:48][C:49]([C:50]#[N:51])([CH3:52])[CH3:53])([CH3:54])[CH3:55].[O:34]([C:35]([Cl:36])=[S:37])[c:38]1[cH:39][cH:40][cH:41][cH:42][cH:43]1>>[C:1]([c:2]1[cH:3][cH:4][cH:5][cH:6][cH:7]1)(=[O:8])[O:9][CH:10]1[CH2:11][CH:12]([n:25]2[c:26](=[O:27])[nH:28][c:29](=[O:30])[cH:31][cH:32]2)[O:13][CH:14]1[CH2:15][O:16][C:17]([c:18]1[cH:19][cH:20][cH:21][cH:22][cH:23]1)=[O:24]. Reactants: C[O-].[Na+] (sodium methoxide), ice, N(=[N+]=[N-])C1=CC=C(C=C1)OC (1-azido-4-methoxy-benzene), FC1=C(C=CC(=C1)C(F)(F)F)CC#N (2-fluoro-4-(trifluoromethyl)phenyl acetonitrile). The solvent is C(C)O (ethanol), C(C)O (ethanol). Reaction conditions: time 8 hour. Product: FC1=C(C=CC(=C1)C(F)(F)F)C1=C(N(N=N1)C1=CC=C(C=C1)OC)N (5-(2-Fluoro-4-trifluoromethyl-phenyl)-3-(4-methoxy-phenyl)-3H-[1,2,3]triazol-4-ylamine). The yield is 53.6%. Reaction SMILES: [N:1]([C:4]1[CH:9]=[CH:8][C:7]([O:10][CH3:11])=[CH:6][CH:5]=1)=[N+:2]=[N-:3].[F:12][C:13]1[CH:18]=[C:17]([C:19]([F:22])([F:21])[F:20])[CH:16]=[CH:15][C:14]=1[CH2:23][C:24]#[N:25].C[O-].[Na+]>C(O)C>[F:12][C:13]1[CH:18]=[C:17]([C:19]([F:21])([F:22])[F:20])[CH:16]=[CH:15][C:14]=1[C:23]1[N:3]=[N:2][N:1]([C:4]2[CH:5]=[CH:6][C:7]([O:10][CH3:11])=[CH:8][CH:9]=2)[C:24]=1[NH2:25] |f:2.3|. Procedure: To an ice-cooled solution of 1-azido-4-methoxy-benzene (0.450 g, 3.0171 mmol) and commercial 2-fluoro-4-(trifluoromethyl)phenyl acetonitrile (0.736 g, 3.6205 mmol) in absolute ethanol (10 ml) and under a nitrogen flow, sodium methoxide (0.2445 g, 4.5257 mmol) in absolute ethanol (5 ml) is added drop-wise and the resulting mixture is allowed to attain room temperature spontaneously overnight. The reaction mixture is evaporated and the solid residue is dissolved in dichloromethane (80 ml) and the ... Starting materials: C1(=CC=CC=C1)S(=O)(=O)N1N=C(C(=C1)Br)C=1C=NC=CC1 (3-(1-Phenylsulfonyl-4-bromo-1H-pyrazol-3-yl)-pyridine), C(=C\CCCC)/B(O)O ((E)-hexene-1-ylboronic acid), [O-]P(=O)([O-])[O-].[K+].[K+].[K+] (K3PO4), COC=1C=CC=C(C1C=2C=CC=CC2P(C3CCCCC3)C4CCCCC4)OC (S-Phos). Reagents/catalysts: CC(=O)[O-].CC(=O)[O-].[Pd+2] (Pd(OAc)2). The solvent is C1(=CC=CC=C1)C (toluene), C(C)(=O)OCC (ethyl acetate). Conditions: temperature 90 celsius, time 2 hour. Product: C1(=CC=CC=C1)S(=O)(=O)N1N=C(C(=C1)C=CCCCC)C=1C=NC=CC1 (3-(1-phenylsulfonyl-4-hex-1-enyl-1H-pyrazol-3-yl)-pyridine). Yield: 56.2%. Reaction SMILES: [C:1]1([S:7]([N:10]2[CH:14]=[C:13](Br)[C:12]([C:16]3[CH:17]=[N:18][CH:19]=[CH:20][CH:21]=3)=[N:11]2)(=[O:9])=[O:8])[CH:6]=[CH:5][CH:4]=[CH:3][CH:2]=1.[CH:22](/B(O)O)=[CH:23]\[CH2:24][CH2:25][CH2:26][CH3:27].[O-]P([O-])([O-])=O.[K+].[K+].[K+].COC1C=CC=C(OC)C=1C1C=CC=CC=1P(C1CCCCC1)C1CCCCC1>C(OCC)(=O)C.CC([O-])=O.CC([O-])=O.[Pd+2].C1(C)C=CC=CC=1>[C:1]1([S:7]([N:10]2[CH:14]=[C:13]([CH:22]=[CH:23][CH2:24][CH2:25][CH2:26][CH3:27])[C:12]([C:16]3[CH:17]=[N:18][CH:19]=[CH:20][CH:21]=3)=[N:11]2)(=[O:9])=[O:8])[CH:6]=[CH:5][CH:4]=[CH:3][CH:2]=1 |f:2.3.4.5,8.9.10|. Procedure: To toluene (20 ml) containing 36A (0.67 g, 1.84 mmol) (see Scheme 7), was added 1.5 eq of (E)-hexene-1-ylboronic acid (0.35 g). The resulting mixture was stirred for 2 hours under N2. Successively were added 2 eq of K3PO4 (0.78 g), 4 mol % of Pd(OAc)2 (16.5 mg) and 8 mol % of S-Phos (60.4 mg). After the addition, the resulting solution was warmed at 90° C. for 18 hours under N2. After cooling to room temperature, the mixture was diluted with ethyl acetate, washed three times with a saturated NaH... Reactants: OC1=CC(=C2C(N(S(=O)(=O)C2=C1)CSC1=CC=CC=C1)=O)C(C)C (6-hydroxy-4-isopropyl-2-phenylthiomethylsaccharin), C1(=CC=CC=C1)P(C1=CC=CC=C1)C1=CC=CC=C1 (triphenylphosphine), C(C1=CC=CC=C1)OCCO (2-benzyloxyethanol), C1(=CC=CC=C1)P(C1=CC=CC=C1)C1=CC=CC=C1 (triphenylphosphine). The solvent is C1CCOC1 (THF). Reaction conditions: time 16 hour. Product: C1(=CC=CC=C1)SCN1S(=O)(=O)C2=CC=CC=C2C1=O (2-phenylthiomethylsaccharin). As a reaction SMILES: O[C:2]1[CH:12]=[C:11]2[C:5]([C:6](=[O:21])[N:7]([CH2:13][S:14][C:15]3[CH:20]=[CH:19][CH:18]=[CH:17][CH:16]=3)[S:8]2(=[O:10])=[O:9])=[C:4](C(C)C)[CH:3]=1.C1(P(C2C=CC=CC=2)C2C=CC=CC=2)C=CC=CC=1.C(OCCO)C1C=CC=CC=1>C1COCC1>[C:15]1([S:14][CH2:13][N:7]2[C:6](=[O:21])[C:5]3[C:11](=[CH:12][CH:2]=[CH:3][CH:4]=3)[S:8]2(=[O:10])=[O:9])[CH:16]=[CH:17][CH:18]=[CH:19][CH:20]=1. Procedure: To a solution of 6-hydroxy-4-isopropyl-2-phenylthiomethylsaccharin (2.0 g, 5.5 mol) in THF (40 mL) were added triphenylphosphine (1.46 g, 5.56 mmol), 2-benzyloxyethanol (0.87g, 5.71 mmol) and triphenylphosphine (0.99 g, 5.68 mmol). The mixture was stirred at room temperature for 16 hours, the solvent was removed in vacuo and the residue was purified by column chromatography on silica eluting with 20% EtOAc/hexane to afford 2.1 g (77%) of 4-isopropyl-6-[2-benzyloxy)ethoxy]-2-phenylthiomethylsacch...